Dataset: the Open Reaction Database (ORD), a public repository of structured organic reaction records. Task: describe an organic reaction: reactants, conditions, products, and yield Reactants: O (water), Cl (hydrochloric acid), O (Water), CC(C)(C)C=1C=C(C=C(C1)C(C)(C)C)S[C@H]1[C@@H](CCCC1)SCC(=O)OC (Methyl trans-[[2-[[3,5-bis(1,1-dimethylethyl)phenyl]thio]cyclohexyl]thio]acetate), O.[OH-].[Li+] (Lithium hydroxide hydrate). Solvent: CO (methyl alcohol). Run at time 6 hour. The product is CC(C)(C)C=1C=C(C=C(C1)C(C)(C)C)S[C@H]1[C@@H](CCCC1)SCC(=O)O (trans-[[2-[[3,5-bis(1,1-dimethylethyl)phenyl]thio]cyclohexyl]thio]acetic acid). Reaction SMILES: O.[CH3:2][C:3]([C:6]1[CH:7]=[C:8]([S:16][C@@H:17]2[CH2:22][CH2:21][CH2:20][CH2:19][C@H:18]2[S:23][CH2:24][C:25]([O:27]C)=[O:26])[CH:9]=[C:10]([C:12]([CH3:15])([CH3:14])[CH3:13])[CH:11]=1)([CH3:5])[CH3:4].O.[OH-].[Li+].Cl>CO>[CH3:15][C:12]([C:10]1[CH:9]=[C:8]([S:16][C@@H:17]2[CH2:22][CH2:21][CH2:20][CH2:19][C@H:18]2[S:23][CH2:24][C:25]([OH:27])=[O:26])[CH:7]=[C:6]([C:3]([CH3:2])([CH3:4])[CH3:5])[CH:11]=1)([CH3:13])[CH3:14] |f:2.3.4|. Procedure details: Water was added to a solution of the compound of Example 4 (9.2 g, 0.0255 moles) in methyl alcohol (100 ml) until the solution became cloudy. Lithium hydroxide hydrate (1.75 g, 0.0675 moles) was added, and the reaction mixture was stirred at room temperature. Periodically, water was added to make the solution cloudy. After 6 hours, the solution was made acidic with 10% hydrochloric acid and extracted with ethyl acetate. The ethyl acetate extract was dried over sodium sulfate, filtered, and conce... Starting materials: OCC1=CC=C2C(=CC(OC2=C1)=O)C1=CSC=C1 (7-Hydroxymethyl-4-(3-thienyl)coumarin), CN(P(N(C)C)N(C)C)C (hexamethylphosphorous triamide), C(Cl)(Cl)(Cl)Cl (CCl4). Solvent: CCOCC (Et2O), C1CCOC1 (THF). Conditions: time 30 minute. Product: ClCC1=CC=C2C(=CC(OC2=C1)=O)C1=CSC=C1 (7--Chloromethyl-4-(3-thienyl)coumarin). As a reaction SMILES: O[CH2:2][C:3]1[CH:12]=[C:11]2[C:6]([C:7]([C:14]3[CH:18]=[CH:17][S:16][CH:15]=3)=[CH:8][C:9](=[O:13])[O:10]2)=[CH:5][CH:4]=1.CN(C)P(N(C)C)N(C)C.C(Cl)(Cl)(Cl)[Cl:30]>C1COCC1.CCOCC>[Cl:30][CH2:2][C:3]1[CH:12]=[C:11]2[C:6]([C:7]([C:14]3[CH:18]=[CH:17][S:16][CH:15]=3)=[CH:8][C:9](=[O:13])[O:10]2)=[CH:5][CH:4]=1. Procedure details: To a solution of the alcohol from Step 1 (1.65 g) and hexamethylphosphorous triamide in 35 mL THF at 0° C. was added CCl4 (1.3 mL) and the mixture stirred for 30 min. The mixture was diluted with Et2O, filtered, concentrated and the residue chromatographed (30% EtOAc/hexane) to provide the title compound as a solid, m.p. 125°-127° C. Reactants: ClC1=C(C(=O)OC)C(=CC(=C1)C#N)F (methyl 2-chloro-4-cyano-6-fluorobenzoate), [I-].[Li+] (lithium iodide). Run in N1=CC=CC=C1 (pyridine). Reaction conditions: temperature 115 celsius. Yields the product ClC1=C(C(=O)O)C(=CC(=C1)C#N)F (2-chloro-4-cyano-6-fluorobenzoic acid). Isolated yield 88.6%. RXN SMILES: [Cl:1][C:2]1[CH:11]=[C:10]([C:12]#[N:13])[CH:9]=[C:8]([F:14])[C:3]=1[C:4]([O:6]C)=[O:5].[I-].[Li+]>N1C=CC=CC=1>[Cl:1][C:2]1[CH:11]=[C:10]([C:12]#[N:13])[CH:9]=[C:8]([F:14])[C:3]=1[C:4]([OH:6])=[O:5] |f:1.2|. Reported procedure: To a solution of methyl 2-chloro-4-cyano-6-fluorobenzoate (1.953 g, 9.143 mmoles) in pyridine (50 mL) was added lithium iodide (2.45 g, 18.3 mmoles). The reaction mixture was heated at 115° C. for 3 hours. The reaction was concentrated under reduced pressure and the resulting solid was triturated with EtOAc. The solid was dissolved in water and acidified to pH 4 with 1 N HCl. The aqueous solution was extracted with EtOAc (3×30 mL). The combined organic extracts were dried with Na2SO4, and concen...